Dataset: the Open Reaction Database (ORD), a public repository of structured organic reaction records. Task: describe an organic reaction: reactants, conditions, products, and yield The reactants are N([C@H](CCCNC(N(C(=O)OCC1=CC=CC=C1)C(=O)OCC1=CC=CC=C1)=N)C(=O)NCC(=O)N[C@@H](CCCNC(NS(=O)(=O)C1=CC=C(C)C=C1)=N)C(=O)O)C(=O)OC(C)(C)C.S1C=NC=C1 (Boc-(D)-Arg(Cbz2)-Gly-Arg(Tos) Thiazole), C1(=CC=CC=C1)OC (anisole), N#N (N2). The reagents and catalysts are CSCC (MeSEt). Run in CCOCC.CCCCCC (Et2O hexane). Reaction conditions: temperature 0 celsius, time 1.25 hour. The product is N[C@H](CCCNC(N)=N)C(=O)NCC(=O)N[C@@H](CCCNC(N)=N)C(=O)O.S1C=NC=C1 ((D)-Arg-Gly-Arg thiazole). The yield is 60.0%. As a reaction SMILES: [NH:1](C(OC(C)(C)C)=O)[C@@H:2]([C:30]([NH:32][CH2:33][C:34]([NH:36][C@H:37]([C:55]([OH:57])=[O:56])[CH2:38][CH2:39][CH2:40][NH:41][C:42](=[NH:54])[NH:43]S(C1C=CC(C)=CC=1)(=O)=O)=[O:35])=[O:31])[CH2:3][CH2:4][CH2:5][NH:6][C:7](=[NH:29])[N:8](C(OCC1C=CC=CC=1)=O)C(OCC1C=CC=CC=1)=O.[S:65]1[CH:69]=[CH:68][N:67]=[CH:66]1.C1(OC)C=CC=CC=1.N#N>CSCC.CCOCC.CCCCCC>[NH2:1][C@@H:2]([C:30]([NH:32][CH2:33][C:34]([NH:36][C@H:37]([C:55]([OH:57])=[O:56])[CH2:38][CH2:39][CH2:40][NH:41][C:42](=[NH:43])[NH2:54])=[O:35])=[O:31])[CH2:3][CH2:4][CH2:5][NH:6][C:7](=[NH:8])[NH2:29].[S:65]1[CH:69]=[CH:68][N:67]=[CH:66]1 |f:0.1,5.6,7.8|. Procedure details: A 100 mg portion of Boc-(D)-Arg(Cbz2)-Gly-Arg(Tos)-Thiazole, 1 mL of anisole and 4 drops of MeSEt were placed in HF-cleavage vessel and cooled under liquid N2. HF (10 mL) was then condensed into the reaction mixture and stirred at 0° C. for 1.25 h. HF was removed under vacuum to give a gum-like residue which was titrated with 20 mL of 50% Et2O-hexane and the organic wash removed by filtration. The gum residue was dissolved in 30 mL of 30% aq. HOAc and filtered through the above sintered funnel. ... The reactants are FC1=C(C(=O)C2=C(C(=O)O)C=CC(=C2)OC)C=CC=C1 (2-(2-Fluorobenzoyl)-4-methoxybenzoic acid), S(=O)(Cl)Cl (thionyl chloride). Reagents/catalysts: CN(C)C=O (DMF). The solvent is ClCCl (dichloromethane). Reaction conditions: time 1 hour. Yields the product FC1=C(C(=O)C2=C(C(=O)Cl)C=CC(=C2)OC)C=CC=C1 (2-(2-fluorobenzoyl)-4-methoxybenzoyl chloride). Reaction SMILES: [F:1][C:2]1[CH:20]=[CH:19][CH:18]=[CH:17][C:3]=1[C:4]([C:6]1[CH:14]=[C:13]([O:15][CH3:16])[CH:12]=[CH:11][C:7]=1[C:8](O)=[O:9])=[O:5].S(Cl)([Cl:23])=O>ClCCl.CN(C=O)C>[F:1][C:2]1[CH:20]=[CH:19][CH:18]=[CH:17][C:3]=1[C:4]([C:6]1[CH:14]=[C:13]([O:15][CH3:16])[CH:12]=[CH:11][C:7]=1[C:8]([Cl:23])=[O:9])=[O:5]. Reported procedure: To a solution of 2-2-fluorobenzoyl)-4-methoxybenzoic acid (84) (2.05 g, 7.48 mmol) in 50 mL of dichloromethane was added thionyl chloride (2.40 mL, 14.9 mmol), followed by 3 drops of DMF. The reaction was warmed to reflux. After 1 hour, LC-MS (aliquot quenched with pyrrolidine/ACN/H2O) showed that the reaction was complete (ESI+MS for corresponding pyrrolidine amide: 328.2 [M+H]+). The reaction was concentrated in vacuo to provide an oil which was used in the next step without further purificati... Starting materials: CCOC(=O)C1(CCOC)CCN(S(=O)(=O)c2ccccc2Cl)CC1, C[Al+]C, Cc1ccccc1, [Cl-], NCCc1cccc(C(F)(F)F)c1. Product: O=C1N(CCc2cccc(C(F)(F)F)c2)CCC12CCN(S(=O)(=O)c1ccccc1Cl)CC2. Reaction SMILES: [CH2:1]([O:2][C:4](=[O:5])[C:6]1([CH2:22][CH2:23][O:3][CH3:24])[CH2:7][CH2:8][N:9]([S:12](=[O:13])(=[O:14])[c:15]2[c:16]([Cl:21])[cH:17][cH:18][cH:19][cH:20]2)[CH2:10][CH2:11]1)[CH3:25].[CH3:27][Al+:28][CH3:29].[CH3:43][c:44]1[cH:45][cH:46][cH:47][cH:48][cH:49]1.[Cl-:26].[F:30][C:31]([c:32]1[cH:33][c:34]([CH2:38][CH2:39][NH2:40])[cH:35][cH:36][cH:37]1)([F:41])[F:42]>>[C:4]1(=[O:5])[C:6]2([CH2:7][CH2:8][N:9]([S:12](=[O:13])(=[O:14])[c:15]3[c:16]([Cl:21])[cH:17][cH:18][cH:19][cH:20]3)[CH2:10][CH2:11]2)[CH2:22][CH2:23][N:40]1[CH2:39][CH2:38][c:34]1[cH:33][c:32]([C:31]([F:30])([F:41])[F:42])[cH:37][cH:36][cH:35]1.